From a dataset of the Open Reaction Database (ORD), a public repository of structured organic reaction records. describe an organic reaction: reactants, conditions, products, and yield Starting materials: FC1=C(C=C(C#N)C=C1)[N+](=O)[O-] (4-fluoro-3-nitrobenzonitrile), FC(OC1=CC=C(N)C=C1)(F)F (4-trifluoromethoxyaniline), C([O-])([O-])=O.[K+].[K+] (potassium carbonate). Solvent: CS(=O)C (DMSO). Yields the product [N+](=O)([O-])C=1C=C(C#N)C=CC1NC1=CC=C(C=C1)OC(F)(F)F (3-nitro-4-{[4-(trifluoromethoxy)phenyl]amino}benzonitrile). Reaction SMILES: F[C:2]1[CH:9]=[CH:8][C:5]([C:6]#[N:7])=[CH:4][C:3]=1[N+:10]([O-:12])=[O:11].[F:13][C:14]([F:24])([F:23])[O:15][C:16]1[CH:22]=[CH:21][C:19]([NH2:20])=[CH:18][CH:17]=1.C(=O)([O-])[O-].[K+].[K+]>CS(C)=O>[N+:10]([C:3]1[CH:4]=[C:5]([CH:8]=[CH:9][C:2]=1[NH:20][C:19]1[CH:21]=[CH:22][C:16]([O:15][C:14]([F:13])([F:23])[F:24])=[CH:17][CH:18]=1)[C:6]#[N:7])([O-:12])=[O:11] |f:2.3.4|. Reported procedure: A solution of 4-fluoro-3-nitrobenzonitrile (500 mg, 3.01 mmol), 4-trifluoromethoxyaniline (404 μL, 3.01 mmol) and potassium carbonate (416 mg, 3.01 mmol) in DMSO (15.0 mL) were heated in a sealed tube within a microwave reactor at 120° C. for 10 min. The reaction mixture was cooled to rt and partitioned between EtOAc and water. The organic layer was washed with water and brine, dried (sodium sulfate) and concentrated in vacuo. Purification of the crude residue by flash chromatography on silica g... The reactants are [BH4-].[Na+] (sodium borohydride), C(C)(=O)C=1N=C(N(C1C#N)CC1=CC=C(C=C1)C1=C(C=CC=C1)C(=O)O)CCCC (4-acetyl-2-butyl-1-[(2'-carboxybiphenyl-4-yl)methyl]-5-cyanoimidazole), Cl (hydrochloric acid). Run in C(C)(C)O (isopropanol), C(C)O (ethanol). Run at time 3 hour. Yields the product C(CCC)C=1N(C(=C(N1)C(C)O)C#N)CC1=CC=C(C=C1)C1=C(C=CC=C1)C(=O)O (2-Butyl-1-[(2'-carboxybiphenyl-4-yl)methyl]-5-cyano-4-(1-hydroxyethyl)imidazole). Isolated yield 55.2%. Reaction SMILES: [BH4-].[Na+].[C:3]([C:6]1[N:7]=[C:8]([CH2:29][CH2:30][CH2:31][CH3:32])[N:9]([CH2:13][C:14]2[CH:19]=[CH:18][C:17]([C:20]3[CH:25]=[CH:24][CH:23]=[CH:22][C:21]=3[C:26]([OH:28])=[O:27])=[CH:16][CH:15]=2)[C:10]=1[C:11]#[N:12])(=[O:5])[CH3:4].Cl>C(O)(C)C.C(O)C>[CH2:29]([C:8]1[N:9]([CH2:13][C:14]2[CH:19]=[CH:18][C:17]([C:20]3[CH:25]=[CH:24][CH:23]=[CH:22][C:21]=3[C:26]([OH:28])=[O:27])=[CH:16][CH:15]=2)[C:10]([C:11]#[N:12])=[C:6]([CH:3]([OH:5])[CH3:4])[N:7]=1)[CH2:30][CH2:31][CH3:32] |f:0.1|. Reported procedure: 68 mg of sodium borohydride were added to a solution of 718 mg of 4-acetyl-2-butyl-1-[(2'-carboxybiphenyl-4-yl)methyl]-5-cyanoimidazole [prepared as described in step (b) above] in a mixture of 20 ml of isopropanol and 10 ml of ethanol, and the resulting mixture was stirred at room temperature for 3 hours. At the end of this time, the pH of the reaction mixture was adjusted to a value of 3 by the addition of 1N aqueous hydrochloric acid, after which the solvent was distilled off under reduced pr... Starting materials: CC(C)CCC[C@@H](C)[C@H]1CC[C@H]2[C@@H]3CC=C4C[C@@H](O)CC[C@]4(C)[C@H]3CC[C@]12C (cholesterol), O[C@@H]1C[C@H](NC1)CO (trans-4-hydroxyprolinol), NCCCCCC(=O)[O-] (6-aminohexanoate), N1[C@H](CO)C[C@@H](O)C1.P(O)(N)O[C@@H]1CC2=CC[C@H]3[C@@H]4CC[C@H]([C@@H](CCCC(C)C)C)[C@]4(CC[C@@H]3[C@]2(CC1)C)C (hydroxyprolinol cholesterol phosphoramidite), CC(C)CCC[C@@H](C)[C@H]1CC[C@H]2[C@@H]3CC=C4C[C@@H](O)CC[C@]4(C)[C@H]3CC[C@]12C (Cholesterol). Product: N1[C@H](CO)C[C@@H](O)C1.CC(C)CCC[C@@H](C)[C@H]1CC[C@H]2[C@@H]3CC=C4C[C@@H](O)CC[C@]4(C)[C@H]3CC[C@]12C (hydroxyprolinol cholesterol). As a reaction SMILES: [CH3:1][CH:2]([CH2:4][CH2:5][CH2:6][C@H:7]([C@@H:9]1[C@:27]2([CH3:28])[C@H:12]([C@H:13]3[C@H:24]([CH2:25][CH2:26]2)[C@:22]2([CH3:23])[C:16]([CH2:17][C@H:18]([CH2:20][CH2:21]2)[OH:19])=[CH:15][CH2:14]3)[CH2:11][CH2:10]1)[CH3:8])[CH3:3].[NH:29]1[CH2:36][C@H:34]([OH:35])[CH2:33][C@H:30]1[CH2:31][OH:32].P(O[C@H]1CC[C@@]2(C)C(=CC[C@@H]3[C@@H]2CC[C@@]2(C)[C@H]3CC[C@@H]2[C@H](C)CCCC(C)C)C1)(N)O.O[C@H]1CN[C@H](CO)C1.NCCCCCC([O-])=O>>[NH:29]1[CH2:36][C@H:34]([OH:35])[CH2:33][C@H:30]1[CH2:31][OH:32].[CH3:3][CH:2]([CH2:4][CH2:5][CH2:6][C@H:7]([C@@H:9]1[C@:27]2([CH3:28])[C@H:12]([C@H:13]3[C@H:24]([CH2:25][CH2:26]2)[C@:22]2([CH3:23])[C:16]([CH2:17][C@H:18]([CH2:20][CH2:21]2)[OH:19])=[CH:15][CH2:14]3)[CH2:11][CH2:10]1)[CH3:8])[CH3:1] |f:1.2,5.6|. Procedure details: 3′-ligand conjugated strands are synthesized using solid support containing the corresponding ligand. For example, the introduction of cholesterol unit in the sequence is performed from a hydroxyprolinol-cholesterol phosphoramidite. Cholesterol is tethered to trans-4-hydroxyprolinol via a 6-aminohexanoate linkage to obtain a hydroxyprolinol-cholesterol moiety. 5′-end Cy-3 and Cy-5.5 (fluorophore) labeled siRNAs are synthesized from the corresponding Quasar-570 (Cy-3) phosphoramidite are purchase... The reactants are [H-].[Na+] (sodium hydride), BrCCCN1C(C=2C(C1=O)=CC=CC2)=O (N-(3-bromopropyl)phthalimide), OC=1C=C(CN2C(CCCC2)=O)C=CC1 (1-(3-hydroxybenzyl)-2-piperidone). Run in CN(C=O)C (N,N-dimethylformamide), CN(C=O)C (N,N-dimethylformamide), CN(C=O)C (N,N-dimethylformamide). Run at temperature 65 celsius, time 8 hour. The product is O=C1N(CCCC1)CC=1C=C(OCCCN2C(C=3C(C2=O)=CC=CC3)=O)C=CC1 (N-[3-[3-(2-oxopiperidinomethyl)-phenoxy]propyl]phthalimide). Reaction SMILES: [OH:1][C:2]1[CH:3]=[C:4]([CH:13]=[CH:14][CH:15]=1)[CH2:5][N:6]1[CH2:11][CH2:10][CH2:9][CH2:8][C:7]1=[O:12].[H-].[Na+].Br[CH2:19][CH2:20][CH2:21][N:22]1[C:26](=[O:27])[C:25]2=[CH:28][CH:29]=[CH:30][CH:31]=[C:24]2[C:23]1=[O:32]>CN(C)C=O>[O:12]=[C:7]1[CH2:8][CH2:9][CH2:10][CH2:11][N:6]1[CH2:5][C:4]1[CH:3]=[C:2]([CH:15]=[CH:14][CH:13]=1)[O:1][CH2:19][CH2:20][CH2:21][N:22]1[C:26](=[O:27])[C:25]2=[CH:28][CH:29]=[CH:30][CH:31]=[C:24]2[C:23]1=[O:32] |f:1.2|. Reported procedure: In an argon stream with ice cooling, a solution of 2.3 g of the 1-(3-hydroxybenzyl)-2-piperidone obtained in Reference Example 2 in 10 ml of N,N-dimethylformamide was added dropwise to a soltuion of 0.44 g of 60% sodium hydride in 5 ml of N,N-dimethylformamide. Subsequently, a solution of 2.8 g of N-(3-bromopropyl)phthalimide in 10 ml of N,N-dimethylformamide was added dropwise to the mixture at room temperature, followed by stirring at 65° C. for 8 hours. The resulting mixture was cooled, ice-c... The reactants are CS(C)=O, CC1(C)CC(=O)c2ccc(Oc3ccc(C#N)cn3)cc21, [K+], [K+], O=C([O-])[O-], O, OO. The product is CC1(C)CC(=O)c2ccc(Oc3ccc(C(N)=O)cn3)cc21. As a reaction SMILES: [CH3:30][S:31]([CH3:32])=[O:33].[CH3:3][C:4]1([CH3:23])[CH2:5][C:6](=[O:22])[c:7]2[cH:8][cH:9][c:10]([O:13][c:14]3[n:15][cH:16][c:17]([C:18]#[N:19])[cH:20][cH:21]3)[cH:11][c:12]21.[K+:24].[K+:25].[O-:26][C:27]([O-:28])=[O:29].[OH2:34].[OH:1][OH:2]>>[CH3:3][C:4]1([CH3:23])[CH2:5][C:6](=[O:22])[c:7]2[cH:8][cH:9][c:10]([O:13][c:14]3[n:15][cH:16][c:17]([C:18]([NH2:19])=[O:26])[cH:20][cH:21]3)[cH:11][c:12]21. The reactants are ClC(=O)OCC1=CC=CC=C1 (benzyl chloroformate), S(=O)(=O)(O)O.CSC(N)=N (S-methylisothiourea sulphate). Run in diphasic mixture, ClCCl (dichloromethane). Yields the product C(C1=CC=CC=C1)OC(=O)NC(SC)=NC(=O)OCC1=CC=CC=C1 (N,N′-di-benzyloxycarbonyl-S-methylisothiourea). Yield: 82.2%. Reaction SMILES: Cl[C:2]([O:4][CH2:5][C:6]1[CH:11]=[CH:10][CH:9]=[CH:8][CH:7]=1)=[O:3].S(O)(O)(=O)=O.[CH3:17][S:18][C:19](=[NH:21])[NH2:20]>ClCCl>[CH2:5]([O:4][C:2]([NH:21][C:19](=[N:20][C:2]([O:4][CH2:5][C:6]1[CH:11]=[CH:10][CH:9]=[CH:8][CH:7]=1)=[O:3])[S:18][CH3:17])=[O:3])[C:6]1[CH:11]=[CH:10][CH:9]=[CH:8][CH:7]=1 |f:1.2|. Procedure details: 2 ml (14.4 mol) of benzyl chloroformate are added dropwise, under vigorous stirring, to a solution of 1 g (3.60 mmol) of S-methylisothiourea sulphate in 40 ml of a diphasic mixture of dichloromethane/saturated aqueous sodium bicarbonate solution (1:1). Stirring is maintained at ambient temperature for 25 hours. After which, the aqueous phase is extracted 3 times with dichloromethane. The combined organic phases are then washed with water, then dried over sodium sulphate and evaporated under redu... Reactants: ClC1=NC=C(C2=C1N=C(S2)C)I (4-chloro-7-iodo-2-methyl-thiazolo[4,5-c]pyridine), N1=CN=CC(=C1)B(O)O (5-pyrimidineboronic acid), NC=1N=C(SC1)C (4-amino-2-methylthiazole). The product is CC=1SC2=C(C(=NC=C2C=2C=NC=NC2)NC=2N=C(SC2)C)N1 ((2-Methyl-7-pyrimidin-5-yl-thiazolo[4,5-c]pyridin-4-yl)-(2-methyl-thiazol-4-yl)-amine). As a reaction SMILES: Cl[C:2]1[C:7]2[N:8]=[C:9]([CH3:11])[S:10][C:6]=2[C:5](I)=[CH:4][N:3]=1.[N:13]1[CH:18]=[C:17](B(O)O)[CH:16]=[N:15][CH:14]=1.[NH2:22][C:23]1[N:24]=[C:25]([CH3:28])[S:26][CH:27]=1>>[CH3:11][C:9]1[S:10][C:6]2[C:5]([C:17]3[CH:18]=[N:13][CH:14]=[N:15][CH:16]=3)=[CH:4][N:3]=[C:2]([NH:22][C:23]3[N:24]=[C:25]([CH3:28])[S:26][CH:27]=3)[C:7]=2[N:8]=1. Procedure: The title compound, MS: m/e=341.0 (M+H+), was prepared in accordance with the general method of example 2, step 1 and step 2 from 4-chloro-7-iodo-2-methyl-thiazolo[4,5-c]pyridine (Example B), 5-pyrimidineboronic acid and 4-amino-2-methylthiazole (Example C). Starting materials: Cl.CNC1=CC=C(C=C1)OC12CC3CC(CC(C1)C3)C2 (N-methyl-4-(1-adamantyloxy)aniline hydrochloride), N1=CC=CC=C1 (pyridine), ClC(=O)OCC (ClCO2C2H5). Solvent: O (H2O). Conditions: time 18 hour. Product: C(=O)(OCC)NC1=CC=C(C=C1)OC12CC3CC(CC(C1)C3)C2 (N-carbethoxy-4-(1-adamantyloxy)aniline). Reaction SMILES: Cl.C[NH:3][C:4]1[CH:9]=[CH:8][C:7]([O:10][C:11]23[CH2:20][CH:15]4[CH2:16][CH:17]([CH2:19][CH:13]([CH2:14]4)[CH2:12]2)[CH2:18]3)=[CH:6][CH:5]=1.N1C=CC=CC=1.Cl[C:28]([O:30][CH2:31][CH3:32])=[O:29]>O>[C:28]([NH:3][C:4]1[CH:5]=[CH:6][C:7]([O:10][C:11]23[CH2:12][CH:13]4[CH2:19][CH:17]([CH2:16][CH:15]([CH2:14]4)[CH2:20]2)[CH2:18]3)=[CH:8][CH:9]=1)([O:30][CH2:31][CH3:32])=[O:29] |f:0.1|. Procedure details: A solution of the free base from 2.82 g. of the N-methyl-4-(1-adamantyloxy)aniline hydrochloride in 20 ml. pyridine was treated dropwise with 1.64 ml. ClCO2C2H5. Following 18 hours standing in the cold the mixture was pured into ice: H2O. This was extracted with Et2O and the organic layer washed in turn with H2O, cold 2.5 N HCl, H2O NaHCO3 and brine. The extract was then taken to dryness to leave behind N-methyl, N-carbethoxy-4-(1-adamantyloxy)aniline as an oil. Starting materials: BrC=1C=NC=NC1 (5-bromopyrimidine), ClC1=CC=C(C=C1)CCC(C#N)C1=C(C=CC=C1)F (4-(4-chlorophenyl)-2-(2-fluorophenyl)butanenitrile), [H-].[Na+] (sodium hydride). The solvent is CN(C)C=O (DMF), CN(C)C=O (DMF), hexanes, CN(C)C=O (DMF). Conditions: temperature 50 celsius, time 30 minute. Product: ClC1=CC=C(C=C1)CCC(C#N)(C=1C=NC=NC1)C1=C(C=CC=C1)F (4-(4-chlorophenyl)-2-(2-fluorophenyl)-2-(5-pyrimidyl)butanenitrile). Isolated yield 97.2%. RXN SMILES: [H-].[Na+].[Cl:3][C:4]1[CH:9]=[CH:8][C:7]([CH2:10][CH2:11][CH:12]([C:15]2[CH:20]=[CH:19][CH:18]=[CH:17][C:16]=2[F:21])[C:13]#[N:14])=[CH:6][CH:5]=1.Br[C:23]1[CH:24]=[N:25][CH:26]=[N:27][CH:28]=1>CN(C=O)C>[Cl:3][C:4]1[CH:5]=[CH:6][C:7]([CH2:10][CH2:11][C:12]([C:15]2[CH:20]=[CH:19][CH:18]=[CH:17][C:16]=2[F:21])([C:23]2[CH:24]=[N:25][CH:26]=[N:27][CH:28]=2)[C:13]#[N:14])=[CH:8][CH:9]=1 |f:0.1|. Reported procedure: A 1 L 4-neck flask under a nitrogen atmosphere was charged with 4.4 g. of 60% sodium hydride (1.1 equiv., 0.11 moles), and washed with hexanes, in 75 ml. DMF. Then over 30 minutes, 27.3 g. of 4-(4-chlorophenyl)-2-(2-fluorophenyl)butanenitrile (1.0 equiv., 0.10 moles) in 110 ml. DMF was added dropwise to the base causing an exotherm to 30° C. After the addition was complete, the reaction mixture was stirred for 30 minutes. Over 5 minutes 17.5 g. of 5-bromopyrimidine (1.1 equiv., 0.11 moles) in 75... Starting materials: CC(C)(C)OO, C=CCCCCC=CCO, CCOCC, Cc1ccccc1, [Na+], [Na+], O=S(=O)([O-])[O-]. Product: C=CCCCCC1OC1CO. RXN SMILES: [C:11]([CH3:13])([CH3:14])([O:15][OH:12])[CH3:16].[CH2:1]([CH:2]=[CH:3][CH2:4][CH2:5][CH2:6][CH2:7][CH:8]=[CH2:9])[OH:10].[CH3:24][CH2:25][O:26][CH2:27][CH3:28].[CH3:29][c:30]1[cH:31][cH:32][cH:33][cH:34][cH:35]1.[Na+:17].[Na+:18].[O-:19][S:20](=[O:21])(=[O:22])[O-:23]>>[CH2:1]([CH:2]1[CH:3]([CH2:4][CH2:5][CH2:6][CH2:7][CH:8]=[CH2:9])[O:15]1)[OH:10].